From a dataset of the Open Reaction Database (ORD), a public repository of structured organic reaction records. describe an organic reaction: reactants, conditions, products, and yield The reactants are ClC1=C(C(=O)C2=C(C=C(C=C2C)C(=O)O)C)C=C(C=C1)N1C=NC=C1 (2-chloro-5-(1-imidazolyl)- 2',6'-dimethyl-4'-carboxybenzophenone), [OH-].[Na+] (sodium hydroxide), [BH4-].[Na+] (sodium borohydride). Run in O (water). Reaction conditions: time 3 hour. Yields the product CC1=C(C(=CC(=C1)C(=O)O)C)C(O)C1=C(C=CC(=C1)N1C=NC=C1)Cl (α-(2,6-dimethyl-4-carboxyphenyl)-2-chloro-5-(1-imidazolyl)benzenemethanol). Isolated yield 94.8%. As a reaction SMILES: [Cl:1][C:2]1[CH:20]=[CH:19][C:18]([N:21]2[CH:25]=[CH:24][N:23]=[CH:22]2)=[CH:17][C:3]=1[C:4]([C:6]1[C:11]([CH3:12])=[CH:10][C:9]([C:13]([OH:15])=[O:14])=[CH:8][C:7]=1[CH3:16])=[O:5].[OH-].[Na+].[BH4-].[Na+]>O>[CH3:16][C:7]1[CH:8]=[C:9]([C:13]([OH:15])=[O:14])[CH:10]=[C:11]([CH3:12])[C:6]=1[CH:4]([C:3]1[CH:17]=[C:18]([N:21]2[CH:25]=[CH:24][N:23]=[CH:22]2)[CH:19]=[CH:20][C:2]=1[Cl:1])[OH:5] |f:1.2,3.4|. Procedure: To a solution of 6.4 g of 2-chloro-5-(1-imidazolyl)- 2',6'-dimethyl-4'-carboxybenzophenone and 0.8 g of sodium hydroxide in 35 ml of water is added 1.4 g of sodium borohydride, and the mixture is stirred at 70°-75° C. for 3 hours. After completion of the reaction, a small amount of an insoluble substance is filtered off from the warm mixture and the filtrate is adjusted to pH 4 with concentrated hydrochloric acid under stirring at 80°-90° C. The precipitated crystals are collected by filtration ...